From a dataset of the Open Reaction Database (ORD), a public repository of structured organic reaction records. describe an organic reaction: reactants, conditions, products, and yield Reactants: S1C=C(C=C1)CCCC(=O)O (3-thiophenebutanoic acid), ClC1=CC2=C(OC3=C(CN2C(=O)NN)C=CC=C3)C=C1 (8-chlorodibenz[b,f][1,41oxazepine-10(11H)-carboxylic acid, hydrazide). Product: O=C(CCCC1=CSC=C1)NNC(=O)N1C2=C(OC3=C(C1)C=CC=C3)C=CC(=C2)Cl (8-chlorodibenz[b,f][1,4]oxazepine-10(11H)-carboxylic acid, 2-[1-oxo-4-(3-thienyl)butyl]hydrazide), product. The yield is 37.0%. As a reaction SMILES: [S:1]1[CH:5]=[CH:4][C:3]([CH2:6][CH2:7][CH2:8][C:9]([OH:11])=O)=[CH:2]1.[Cl:12][C:13]1[CH:31]=[CH:30][C:16]2[O:17][C:18]3[CH:29]=[CH:28][CH:27]=[CH:26][C:19]=3[CH2:20][N:21]([C:22]([NH:24][NH2:25])=[O:23])[C:15]=2[CH:14]=1>>[O:11]=[C:9]([NH:25][NH:24][C:22]([N:21]1[CH2:20][C:19]2[CH:26]=[CH:27][CH:28]=[CH:29][C:18]=2[O:17][C:16]2[CH:30]=[CH:31][C:13]([Cl:12])=[CH:14][C:15]1=2)=[O:23])[CH2:8][CH2:7][CH2:6][C:3]1[CH:4]=[CH:5][S:1][CH:2]=1. Procedure details: 8-chlorodibenz[b,f][1,4]oxazepine-10(11H)-carboxylic acid, 2-[1-oxo-4-(3-thienyl)butyl]hydrazide (33) was prepared in the manner described in Example 7 on a 5.2 mmol scale from 3-thiophenebutanoic acid (32), prepared as described above in Example 32, and 8-chlorodibenz[b,f][1,4]oxazepine-10(11H)carboxylic acid, hydrazide (1), prepared as described above in Example 1, to yield 0.87 g (37%) product. Analysis calculated for C22H20N3O3SCl (M.W. 441.94): C, 59.79; H, 4.56; N, 9.51; Cl, 8.02. Found: C... The reactants are N(=O)OCCC(C)C (isopentyl nitrite), NC1=C2N(C(NC2=NC(=N1)C1=NN(C2=NC=CC=C21)CC2=C(C=CC=C2)F)=O)C2CN(C2)C(=O)OC(C)(C)C (tert-Butyl 3-{6-amino-2-[1-(2-fluorobenzyl)-1H-pyrazolo[3,4-b]pyridin-3-yl]-8-oxo-8,9-dihydro-7H-purin-7-yl}azetidine-1-carboxylate), [I-].[Cs+] (cesium iodide), II (iodine). The reagents and catalysts are [Cu]I (copper(I) iodide). Run in COCCOC (1,2-dimethoxyethane). Reaction conditions: temperature 60 celsius. Yields the product FC1=C(CN2N=C(C=3C2=NC=CC3)C3=NC(=C2N(C(NC2=N3)=O)C3CN(C3)C(=O)OC(C)(C)C)I)C=CC=C1 (tert-Butyl 3-{2-[1-(2-fluorobenzyl)-1H-pyrazolo[3,4-b]pyridin-3-yl]-6-iodo-8-oxo-8,9-dihydro-7H-purin-7-yl}azetidine-1-carboxylate). As a reaction SMILES: N[C:2]1[N:10]=[C:9]([C:11]2[C:19]3[C:14](=[N:15][CH:16]=[CH:17][CH:18]=3)[N:13]([CH2:20][C:21]3[CH:26]=[CH:25][CH:24]=[CH:23][C:22]=3[F:27])[N:12]=2)[N:8]=[C:7]2[C:3]=1[N:4]([CH:29]1[CH2:32][N:31]([C:33]([O:35][C:36]([CH3:39])([CH3:38])[CH3:37])=[O:34])[CH2:30]1)[C:5](=[O:28])[NH:6]2.[I-:40].[Cs+].II.N(OCCC(C)C)=O>COCCOC.[Cu]I>[F:27][C:22]1[CH:23]=[CH:24][CH:25]=[CH:26][C:21]=1[CH2:20][N:13]1[C:14]2=[N:15][CH:16]=[CH:17][CH:18]=[C:19]2[C:11]([C:9]2[N:8]=[C:7]3[C:3]([N:4]([CH:29]4[CH2:32][N:31]([C:33]([O:35][C:36]([CH3:38])([CH3:39])[CH3:37])=[O:34])[CH2:30]4)[C:5](=[O:28])[NH:6]3)=[C:2]([I:40])[N:10]=2)=[N:12]1 |f:1.2|. Procedure: 1.788 g (3.364 mmol) of the compound from example 96A were initially charged in 20 ml of 1,2-dimethoxyethane and then admixed at RT with 873 mg (3.364 mmol) of cesium iodide, 426 mg (1.682 mmol) of iodine and 192 mg (1.009 mmol) of copper(I) iodide. After addition of 2.961 ml of isopentyl nitrite, the mixture was heated to 60° C. overnight. After cooling, a precipitate was filtered off and washed with ethyl acetate. Subsequently, water was added to the precipitate, the mixture was stirred and th... Reaction SMILES: N1CCCCC1.[CH3:7][O:8][C:9]1[CH:16]=[CH:15][C:14]([N+:17]([O-:19])=[O:18])=[CH:13][C:10]=1[CH:11]=O.C(O)(=O)[CH2:21][C:22]([OH:24])=[O:23].C(=O)=O>N1C=CC=CC=1.O>[CH3:7][O:8][C:9]1[CH:16]=[CH:15][C:14]([N+:17]([O-:19])=[O:18])=[CH:13][C:10]=1[CH:11]=[CH:21][C:22]([OH:24])=[O:23]. The reactants are C(=O)=O (carbon dioxide), N1CCCCC1 (Piperidine), COC1=C(C=O)C=C(C=C1)[N+](=O)[O-] (2-methoxy-5-nitrobenzaldehyde), C(CC(=O)O)(=O)O (malonic acid). Run in N1=CC=CC=C1 (pyridine), O (water). Reported procedure: Piperidine (1 ml) was added to a mixture of 2-methoxy-5-nitrobenzaldehyde (24 g) and malonic acid (30 g) in pyridine (about 60 ml). The mixture was warmed on a steam bath for 3 hours (slow evolution of carbon dioxide) and then poured into water (500 ml) when a yellow solid precipitated. The solid was removed by filtration and crystallized from ethanol (1 liter). The weight of the product was 20 grams. The product is COC1=C(C=CC(=O)O)C=C(C=C1)[N+](=O)[O-] (2-Methoxy-5-nitrocinnamic acid). Starting materials: Cn1cc(Br)cc(Nc2ccc(N3CCN(C4COC4)CC3)cn2)c1=O, CC(=O)OCc1c(B2OC(C)(C)C(C)(C)O2)cc(F)cc1N1CCn2c(cc3c2C2CCC3C2)C1=O, O=C([O-])[O-], [Na+], [Na+], CN(C)C=O, O. The product is CC(=O)OCc1c(-c2cc(Nc3ccc(N4CCN(C5COC5)CC4)cn3)c(=O)n(C)c2)cc(F)cc1N1CCn2c(cc3c2C2CCC3C2)C1=O. As a reaction SMILES: [Br:37][c:38]1[cH:39][c:40]([NH:46][c:47]2[n:48][cH:49][c:50]([N:53]3[CH2:54][CH2:55][N:56]([CH:59]4[CH2:60][O:61][CH2:62]4)[CH2:57][CH2:58]3)[cH:51][cH:52]2)[c:41](=[O:45])[n:42]([CH3:44])[cH:43]1.[C:1]([CH3:2])(=[O:3])[O:4][CH2:5][c:6]1[c:7]([N:22]2[CH2:23][CH2:24][n:25]3[c:26]4[c:31]([cH:32][c:33]3[C:34]2=[O:35])[CH:30]2[CH2:29][CH2:28][CH:27]4[CH2:36]2)[cH:8][c:9]([F:21])[cH:10][c:11]1[B:12]1[O:13][C:14]([CH3:15])([CH3:16])[C:17]([CH3:18])([CH3:19])[O:20]1.[C:63](=[O:64])([O-:65])[O-:66].[Na+:67].[Na+:68].[O:70]=[CH:71][N:72]([CH3:73])[CH3:74].[OH2:69]>>[C:1]([CH3:2])(=[O:3])[O:4][CH2:5][c:6]1[c:7]([N:22]2[CH2:23][CH2:24][n:25]3[c:26]4[c:31]([cH:32][c:33]3[C:34]2=[O:35])[CH:30]2[CH2:29][CH2:28][CH:27]4[CH2:36]2)[cH:8][c:9]([F:21])[cH:10][c:11]1-[c:38]1[cH:39][c:40]([NH:46][c:47]2[n:48][cH:49][c:50]([N:53]3[CH2:54][CH2:55][N:56]([CH:59]4[CH2:60][O:61][CH2:62]4)[CH2:57][CH2:58]3)[cH:51][cH:52]2)[c:41](=[O:45])[n:42]([CH3:44])[cH:43]1. The reactants are ClCC=1N=C(SC1)C1=CC=CC=C1 (4-chloromethyl-2-phenylthiazole), C(C)(=O)[O-].[Na+] (sodium acetate), CN(C=O)C (N,N-dimethylformamide). The solvent is O (water). Conditions: temperature 80 celsius, time 6 hour. Product: C1(=CC=CC=C1)C=1SC=C(N1)CO (2-phenyl-4-thiazolylmethanol). Yield: 89.9%. RXN SMILES: Cl[CH2:2][C:3]1[N:4]=[C:5]([C:8]2[CH:13]=[CH:12][CH:11]=[CH:10][CH:9]=2)[S:6][CH:7]=1.C([O-])(=[O:16])C.[Na+].CN(C)C=O>O>[C:8]1([C:5]2[S:6][CH:7]=[C:3]([CH2:2][OH:16])[N:4]=2)[CH:13]=[CH:12][CH:11]=[CH:10][CH:9]=1 |f:1.2|. Procedure details: A mixture of 4-chloromethyl-2-phenylthiazole (8.60 g), sodium acetate (10.1 g) and N,N-dimethylformamide (80 ml) was stirred at 80° C. for 6 hours. After cooling, the reaction solution was poured into water, which was extracted with ethyl acetate. The ethyl acetate layer was washed with saturated aqueous sodium chloride solution, dried (MgSO4), and concentrated. A mixture of the residue, 4N aqueous sodium hydroxide solution (25 ml), tetrahydrofuran (50 ml) and methanol (50 ml) was stirred at roo... Starting materials: O=C([O-])O, Cc1ccccc1, O=[N+]([O-])c1ccc(Cl)cc1, [Na+], [Na+], [Na+], O, O=S(=O)(Cl)Cl, O=S([O-])[O-]. Product: [Na+], O=[N+]([O-])c1ccc(Cl)c(S(=O)[O-])c1. Reaction SMILES: [C:7](=[O:8])([OH:9])[O-:10].[CH3:28][c:29]1[cH:30][cH:31][cH:32][cH:33][cH:34]1.[Cl:18][c:19]1[cH:20][cH:21][c:22]([N+:25](=[O:26])[O-:27])[cH:23][cH:24]1.[Na+:11].[Na+:5].[Na+:6].[OH2:12].[S:13]([Cl:14])([Cl:15])(=[O:16])=[O:17].[S:1](=[O:2])([O-:3])[O-:4]>>[Na+:5].[S:1](=[O:2])([O-:4])[c:20]1[c:19]([Cl:18])[cH:24][cH:23][c:22]([N+:25](=[O:26])[O-:27])[cH:21]1. Product: ClC1=C(C=CC=2NC3=CC=CC=C3SC12)O (4-chloro-3-hydroxy-10H-phenothiazine). Solvent: O (water), CN(C)C=O (DMF), O (water). Procedure: A solution of Na2S2O4 (70 g) in water (500 ml) was added to a solution of 4-chloro-3H-phenothiazin-3-one (50 g) in DMF (1200 ml). The reaction mixture was stirred at room temperature for 3 hours and then poured in 5 liters of water. The resulting precipitate was then filtered to give the 4-chloro-3-hydroxy-10H-phenothiazine (95 %). m.p.: 110° C. RXN SMILES: [O-]S(S([O-])=O)=O.[Na+].[Na+].[Cl:9][C:10]1[C:11](=[O:24])[CH:12]=[CH:13][C:14]2[C:23]=1[S:22][C:21]1[C:16](=[CH:17][CH:18]=[CH:19][CH:20]=1)[N:15]=2>O.CN(C=O)C>[Cl:9][C:10]1[C:23]2[S:22][C:21]3[C:16](=[CH:17][CH:18]=[CH:19][CH:20]=3)[NH:15][C:14]=2[CH:13]=[CH:12][C:11]=1[OH:24] |f:0.1.2|. Isolated yield 95.0%. Starting materials: [O-]S(=O)S(=O)[O-].[Na+].[Na+] (Na2S2O4), ClC=1C(C=CC2=NC3=CC=CC=C3SC12)=O (4-chloro-3H-phenothiazin-3-one). Reaction conditions: time 3 hour. The reactants are O=C([O-])[O-], CC#N, ClCc1ccccc1, [K+], [K+], Sc1nccn1-c1ccccn1. Product: c1ccc(CSc2nccn2-c2ccccn2)cc1. Reaction SMILES: [C:13](=[O:14])([O-:15])[O-:16].[CH3:27][C:28]#[N:29].[Cl:19][CH2:20][c:21]1[cH:22][cH:23][cH:24][cH:25][cH:26]1.[K+:17].[K+:18].[n:1]1[c:2](-[n:7]2[c:8]([SH:12])[n:9][cH:10][cH:11]2)[cH:3][cH:4][cH:5][cH:6]1>>[n:1]1[c:2](-[n:7]2[c:8]([S:12][CH2:20][c:21]3[cH:22][cH:23][cH:24][cH:25][cH:26]3)[n:9][cH:10][cH:11]2)[cH:3][cH:4][cH:5][cH:6]1. Starting materials: FC(C1=CC(=NC=C1)CO)(F)F ((4-trifluoromethyl-pyridin-2-yl)-methanol), CC(=O)OI1(C=2C=CC=CC2C(=O)O1)(OC(=O)C)OC(=O)C (Dess-Martin periodinane). Run in C(Cl)Cl (CH2Cl2). Run at time 1 hour. The product is FC(C1=CC(=NC=C1)C=O)(F)F (4-trifluoromethyl-pyridine-2-carbaldehyde). The yield is 104.5%. Reaction SMILES: [F:1][C:2]([F:12])([F:11])[C:3]1[CH:8]=[CH:7][N:6]=[C:5]([CH2:9][OH:10])[CH:4]=1.CC(OI1(OC(C)=O)(OC(C)=O)OC(=O)C2C=CC=CC1=2)=O>C(Cl)Cl>[F:11][C:2]([F:1])([F:12])[C:3]1[CH:8]=[CH:7][N:6]=[C:5]([CH:9]=[O:10])[CH:4]=1. Reported procedure: To a solution of (4-trifluoromethyl-pyridin-2-yl)-methanol (290 mg, 1.64 mmol) in CH2Cl2 (15 mL) at room temperature was added Dess-Martin periodinane (764 mg, 1.8 mmol). The reaction mixture was stirred at room temperature for 1 h then quenched with saturated aqueous NaHCO3 (10 mL) and 10% aqueous Na2S2O3 (10 mL). The biphasic mixture was diluted with CH2Cl2 and stirred vigorously for 10 min. The layers were separated and the aqueous layer was extracted with CH2Cl2. The combined organics were d...